This data is from the Open Reaction Database (ORD), a public repository of structured organic reaction records. The task is: describe an organic reaction: reactants, conditions, products, and yield The reactants are CCO, CI, [Na+], [Na+], O=C([O-])[O-], O=C1NC(=S)NC1(c1ccccc1)c1ccccc1. The product is CSC1NC(=O)C(c2ccccc2)(c2ccccc2)N1. Reaction SMILES: [CH3:28][CH2:29][OH:30].[I:26][CH3:27].[Na+:20].[Na+:21].[O-:22][C:23](=[O:24])[O-:25].[c:1]1([C:7]2([c:14]3[cH:15][cH:16][cH:17][cH:18][cH:19]3)[C:8](=[O:13])[NH:9][C:10](=[S:12])[NH:11]2)[cH:2][cH:3][cH:4][cH:5][cH:6]1>>[c:1]1([C:7]2([c:14]3[cH:15][cH:16][cH:17][cH:18][cH:19]3)[C:8](=[O:13])[NH:9][CH:10]([S:12][CH3:23])[NH:11]2)[cH:2][cH:3][cH:4][cH:5][cH:6]1. Reactants: N1C(=CC=C1)C1=CC=CC=C1C=O (pyrrole-benzaldehyde), [Mg+2].[Br-].[Br-] (MgBr2). Product: C1=CC=C(C=C1)C(C2=CC=CN2)C3=CC=CN3 (5-phenyldipyrromethane). RXN SMILES: [NH:1]1[CH:5]=[CH:4][CH:3]=[C:2]1[C:6]1[C:11]([CH:12]=O)=[CH:10][CH:9]=[CH:8][CH:7]=1.[Mg+2].[Br-].[Br-]>>[CH:8]1[CH:9]=[CH:10][C:11]([CH:6]([C:2]2[NH:1][CH:5]=[CH:4][CH:3]=2)[C:2]2[NH:1][CH:5]=[CH:4][CH:3]=2)=[CH:12][CH:7]=1 |f:1.2.3|. Procedure: In the survey of various acid catalysts for the pyrrole-benzaldehyde condensation, MgBr2 gave a good yield of 5-phenyldipyrromethane with little N-confused 5-phenyldipyrromethane and 5,10-diphenyltripyrrane. This observation prompted us to study the effect of MgBr2 on the pyrrole-mesitaldehyde condensation. Four reactions were carried out with 0.1, 0.3, 0.5 or 1.0 equiv of MgBr2 using a 100:1 ratio of pyrrole:mesitaldehyde at room temperature. For the reaction with 0.5 equiv of MgBr2, GC analysi... Starting materials: [Br-], CS(C)=O, C[P+](c1ccccc1)(c1ccccc1)c1ccccc1, [H-], [Na+], O=C1CCN(C(=O)OCc2ccccc2)CC1, O. Yields the product C=C1CCN(C(=O)OCc2ccccc2)CC1. As a reaction SMILES: [Br-:25].[CH3:21][S:22]([CH3:23])=[O:24].[CH3:26][P+:27]([c:28]1[cH:29][cH:30][cH:31][cH:32][cH:33]1)([c:34]1[cH:35][cH:36][cH:37][cH:38][cH:39]1)[c:40]1[cH:41][cH:42][cH:43][cH:44][cH:45]1.[H-:1].[Na+:2].[O:3]=[C:4]1[CH2:5][CH2:6][N:7]([C:10](=[O:11])[O:12][CH2:13][c:14]2[cH:15][cH:16][cH:17][cH:18][cH:19]2)[CH2:8][CH2:9]1.[OH2:20]>>[C:4]1(=[CH2:21])[CH2:5][CH2:6][N:7]([C:10](=[O:11])[O:12][CH2:13][c:14]2[cH:15][cH:16][cH:17][cH:18][cH:19]2)[CH2:8][CH2:9]1. The reactants are ClC=1C=CC(=C(CN2C3=C(NCC2)N=CC(=C3)C=3C=C(C(=O)O)C=CC3)C1)C(F)(F)F (3-{1-[5-chloro-2-(trifluoromethyl)benzyl]-1,2,3,4-tetrahydropyrido[2,3-b]pyrazin-7-yl}benzoic acid), C(C1=CC=CC=C1)N (benzylamine). Product: C(C1=CC=CC=C1)NC(C1=CC(=CC=C1)C1=CC2=C(NCCN2CC2=C(C=CC(=C2)Cl)C(F)(F)F)N=C1)=O (N-Benzyl-3-{1-[5-Chloro-2-(trifluoromethyl)benzyl]-1,2,3,4-tetrahydropyrido[2,3-b]pyrazin-7-yl}benzamide). Reaction SMILES: [Cl:1][C:2]1[CH:3]=[CH:4][C:5]([C:28]([F:31])([F:30])[F:29])=[C:6]([CH:27]=1)[CH2:7][N:8]1[CH2:13][CH2:12][NH:11][C:10]2[N:14]=[CH:15][C:16]([C:18]3[CH:19]=[C:20]([CH:24]=[CH:25][CH:26]=3)[C:21]([OH:23])=O)=[CH:17][C:9]1=2.[CH2:32]([NH2:39])[C:33]1[CH:38]=[CH:37][CH:36]=[CH:35][CH:34]=1>>[CH2:32]([NH:39][C:21](=[O:23])[C:20]1[CH:24]=[CH:25][CH:26]=[C:18]([C:16]2[CH:15]=[N:14][C:10]3[NH:11][CH2:12][CH2:13][N:8]([CH2:7][C:6]4[CH:27]=[C:2]([Cl:1])[CH:3]=[CH:4][C:5]=4[C:28]([F:29])([F:30])[F:31])[C:9]=3[CH:17]=2)[CH:19]=1)[C:33]1[CH:38]=[CH:37][CH:36]=[CH:35][CH:34]=1. Procedure details: 3-{1-[5-chloro-2-(trifluoromethyl)benzyl]-1,2,3,4-tetrahydropyrido[2,3-b]pyrazin-7-yl}benzoic acid was reacted with benzylamine as in General Procedure 10 to give the title compound. LCMS: m/z=536.96 (M+H+); retention time=0.92 minutes. Reactants: solution, C(C)OC(=O)C=1N=C(SC1)[C@@H](C[C@H](C(C)C)N[S@@](=O)C(C)(C)C)O ((+)-2-[(SS,1R,3R)-1-Hydroxy-4-methyl-3-(2-methyl-propane-2-sulfinylamino)-pentyl]-thiazole-4-carboxylic acid ethyl ester), C=O (paraformaldehyde). Run in C1(=CC=CC=C1)C (toluene). Run at time 50 hour. Yields the product CCOC(=O)C1=CSC(=N1)[C@H]2CC(N(CO2)S(=O)C(C)(C)C)C(C)C ((+)-2-[(SS,1R,3R)-4-Isopropyl-3-(2-methyl-propane-2-sulfinyl)-[1,3]oxazinan-6-yl]-thiazole-4-carboxylic acid ethyl ester). The yield is 87.1%. As a reaction SMILES: [CH2:1]([O:3][C:4]([C:6]1[N:7]=[C:8]([C@H:11]([OH:24])[CH2:12][C@@H:13]([NH:17][S@:18]([C:20]([CH3:23])([CH3:22])[CH3:21])=[O:19])[CH:14]([CH3:16])[CH3:15])[S:9][CH:10]=1)=[O:5])[CH3:2].[CH2:25]=O>C1(C)C=CC=CC=1>[CH3:2][CH2:1][O:3][C:4]([C:6]1[N:7]=[C:8]([C@@H:11]2[O:24][CH2:25][N:17]([S:18]([C:20]([CH3:21])([CH3:22])[CH3:23])=[O:19])[CH:13]([CH:14]([CH3:15])[CH3:16])[CH2:12]2)[S:9][CH:10]=1)=[O:5]. Procedure details: A 0.1 M solution of N-sulfinyl amino alcohol 32 (0.575 g, 1.53 mmol) in toluene (15.3 mL) with paraformaldehyde (0.917 g, 30.5 mmol) was heated in a sealed vessel at 70° C. with stirring for 50 h. After cooling to rt, the mixture was filtered through Celite, washing the filter cake thoroughly with toluene. The solution was concentrated and purified via HPFC (88:12 to 30:70 CH2Cl2:EtOAc) to afford 0.518 g of tetrahydrooxazine 33 (87%) as a foamy yellow solid. [α]25D=+108.4 (c=1.0, CHCl3). IR (fil...